This data is from the Open Reaction Database (ORD), a public repository of structured organic reaction records. The task is: describe an organic reaction: reactants, conditions, products, and yield Starting materials: COC1=CC=C(C=C1)C1=CC(=C(C=C1)[N+](=O)[O-])NC(C)=O (N-(4′-methoxy-4-nitrobiphenyl-3-yl)acetamide). The reagents and catalysts are [Fe] (iron). The solvent is C(C)(=O)O (acetic acid). Run at temperature 100 celsius, time 50 minute. The product is COC1=CC=C(C=C1)C1=CC2=C(N=C(N2)C)C=C1 (5-(4′-methoxyphenyl)-2-methylbenzimidazole). The yield is 76.9%. RXN SMILES: [CH3:1][O:2][C:3]1[CH:8]=[CH:7][C:6]([C:9]2[CH:14]=[CH:13][C:12]([N+:15]([O-])=O)=[C:11]([NH:18][C:19](=O)[CH3:20])[CH:10]=2)=[CH:5][CH:4]=1>[Fe].C(O)(=O)C>[CH3:1][O:2][C:3]1[CH:8]=[CH:7][C:6]([C:9]2[CH:14]=[CH:13][C:12]3[N:15]=[C:19]([CH3:20])[NH:18][C:11]=3[CH:10]=2)=[CH:5][CH:4]=1. Procedure: A mixture of N-(4′-methoxy-4-nitrobiphenyl-3-yl)acetamide (500 mg), acetic acid (6 ml) and iron powder (308 mg) was stirred at 100° C. for 50 minutes, and then cooled to room temperature, and insoluble matter was removed by filtration using celite. A saturated sodium carbonate aqueous solution was added to the filtrate to render the liquid about pH 7, followed by extraction with chloroform. The organic layer was dried over anhydrous magnesium sulfate and then concentrated under reduced pressure ... Reactants: C(C1=CC=CC=C1)N(C1=C(C=C(C=C1)F)F)CC1=CC=CC=C1 (dibenzyl-(2,4-difluoro-phenyl)-amine), CC(=O)C (acetone), ClC(=O)OCC1=CC=CC=C1 (benzyl chloroformate), C(CCC)[Li] (n-butyllithium). Solvent: O1CCCC1 (tetrahydrofuran), O (water). Run at time 1 hour. The product is C(C1=CC=CC=C1)OC(C1=C(C(=CC=C1F)N(CC1=CC=CC=C1)CC1=CC=CC=C1)F)=O (3-Dibenzylamino-2,6-difluoro-benzoic acid benzyl ester). The yield is 90.0%. RXN SMILES: [CH2:1]([N:8]([CH2:17][C:18]1[CH:23]=[CH:22][CH:21]=[CH:20][CH:19]=1)[C:9]1[CH:14]=[CH:13][C:12]([F:15])=[CH:11][C:10]=1[F:16])[C:2]1[CH:7]=[CH:6][CH:5]=[CH:4][CH:3]=1.CC(C)=O.C([Li])CCC.Cl[C:34]([O:36][CH2:37][C:38]1[CH:43]=[CH:42][CH:41]=[CH:40][CH:39]=1)=[O:35]>O1CCCC1.O>[CH2:37]([O:36][C:34](=[O:35])[C:11]1[C:12]([F:15])=[CH:13][CH:14]=[C:9]([N:8]([CH2:1][C:2]2[CH:3]=[CH:4][CH:5]=[CH:6][CH:7]=2)[CH2:17][C:18]2[CH:23]=[CH:22][CH:21]=[CH:20][CH:19]=2)[C:10]=1[F:16])[C:38]1[CH:43]=[CH:42][CH:41]=[CH:40][CH:39]=1. Procedure: To dibenzyl-(2,4-difluoro-phenyl)-amine (3.097 g, 10.02 mmol) in tetrahydrofuran (45 mL), under nitrogen atmosphere, cooled at −78° C. acetone/dry in ice bath, n-butyllithium (1.6 M in hexane, 6.88 mL, 11.02 mmol) was added slowly. The reaction was stirred for 1 hour, benzyl chloroformate (1.54 mL, 11.02 mmol) was added and the reaction was allowed to warm to room temperature during 2 hours. The reaction was poured into water and extracted with ethyl acetate. The organic layer was washed with br... The reactants are 3.04, ClC=1C=CC2=C(C(=C(N(S2(=O)=O)C)C(=O)OC)O)C1 (methyl 6-chloro-4-hydroxy-2-methyl-2H-1,2-benzothiazine-3-carboxylate-1,1-dioxide), NC1=NC(=CN=C1)Cl (2-amino-6-chloro-pyrazine). The solvent is C=1(C(=CC=CC1)C)C (xylene). The product is ClC=1C=CC2=C(C(=C(N(S2(=O)=O)C)C(=O)NC2=NC(=CN=C2)Cl)O)C1 (6-chloro-N-(6-chloro-pyrazin-2-yl)-4-hydroxy-2-methyl-2H-1,2-benzothiazine-3-carboxamide-1,1-dioxide). The yield is 80.0%. RXN SMILES: [Cl:1][C:2]1[CH:3]=[CH:4][C:5]2[S:10](=[O:12])(=[O:11])[N:9]([CH3:13])[C:8]([C:14]([O:16]C)=O)=[C:7]([OH:18])[C:6]=2[CH:19]=1.[NH2:20][C:21]1[CH:26]=[N:25][CH:24]=[C:23]([Cl:27])[N:22]=1>C1(C)C(C)=CC=CC=1>[Cl:1][C:2]1[CH:3]=[CH:4][C:5]2[S:10](=[O:11])(=[O:12])[N:9]([CH3:13])[C:8]([C:14]([NH:20][C:21]3[CH:26]=[N:25][CH:24]=[C:23]([Cl:27])[N:22]=3)=[O:16])=[C:7]([OH:18])[C:6]=2[CH:19]=1. Procedure details: 3.04 (10 mmols) of methyl 6-chloro-4-hydroxy-2-methyl-2H-1,2-benzothiazine-3-carboxylate-1,1-dioxide and 1.5 g (12 mmols) of 2-amino-6-chloro-pyrazine were reacted in 150 ml of xylene analogous to Example 2. 3.2 g (80% of theory) of 6-chloro-N-(6-chloro-pyrazin-2-yl)-4-hydroxy-2-methyl-2H-1,2-benzothiazine-3-carboxamide-1,1-dioxide were obtained.